This data is from the Open Reaction Database (ORD), a public repository of structured organic reaction records. The task is: describe an organic reaction: reactants, conditions, products, and yield Reactants: C1COCCO1, OC(c1ccc2noc(-c3cccc(Cl)c3)c2c1)c1nc(-c2ccccc2)cs1, O=[Mn]=O. The product is O=C(c1ccc2noc(-c3cccc(Cl)c3)c2c1)c1nc(-c2ccccc2)cs1. As a reaction SMILES: [CH2:30]1[O:31][CH2:32][CH2:33][O:34][CH2:35]1.[Cl:1][c:2]1[cH:3][c:4](-[c:8]2[o:9][n:10][c:11]3[c:12]2[cH:13][c:14]([CH:17]([OH:18])[c:19]2[s:20][cH:21][c:22](-[c:24]4[cH:25][cH:26][cH:27][cH:28][cH:29]4)[n:23]2)[cH:15][cH:16]3)[cH:5][cH:6][cH:7]1.[O:36]=[Mn:37]=[O:38]>>[Cl:1][c:2]1[cH:3][c:4](-[c:8]2[o:9][n:10][c:11]3[c:12]2[cH:13][c:14]([C:17](=[O:18])[c:19]2[s:20][cH:21][c:22](-[c:24]4[cH:25][cH:26][cH:27][cH:28][cH:29]4)[n:23]2)[cH:15][cH:16]3)[cH:5][cH:6][cH:7]1. As a reaction SMILES: [H-].[Na+].[CH3:3][CH2:4][OH:5].Cl[C:7]1[C:16]2[C:11](=[C:12]([N+:17]([O-:19])=[O:18])[CH:13]=[CH:14][CH:15]=2)[N:10]=[CH:9][N:8]=1>C1COCC1>[CH2:4]([O:5][C:7]1[C:16]2[C:11](=[C:12]([N+:17]([O-:19])=[O:18])[CH:13]=[CH:14][CH:15]=2)[N:10]=[CH:9][N:8]=1)[CH3:3] |f:0.1|. Run at time 15 minute. Solvent: C1CCOC1 (THF). Reactants: [H-].[Na+] (NaH), CCO (EtOH), ClC1=NC=NC2=C(C=CC=C12)[N+](=O)[O-] (4-chloro-8-nitroquinazoline). Yields the product C(C)OC1=NC=NC2=C(C=CC=C12)[N+](=O)[O-] (4-ethoxy-8-nitroquinazoline). Reported procedure: A solution of 8-nitroquinazolin-4(3H)-one (Intermediate-7, step-1, 300 mg, 1.57 mmol) in POCl3 (3 mL) was heated at reflux for 2 h. Then the reaction mixture was concentrated and dried to afford 4-chloro-8-nitroquinazoline which was used for the next step without further purification. Then NaH (263 mg, 11.54 mmol, 95%) was added to EtOH (2 mL) at 0° C. and stirred at that temperature for 15 minutes before it was added to a solution of 4-chloro-8-nitroquinazoline in THF (2 mL) at 0° C. Then the r...